Task: describe an organic reaction: reactants, conditions, products, and yield. Dataset: the Open Reaction Database (ORD), a public repository of structured organic reaction records Reactants: CCCCCCCCCCOc1cnc(-c2ccc(C(C)OC(C)=O)cc2)nc1, CO, Cc1ccccc1, [Na+], C1CCOC1, [OH-]. Product: CCCCCCCCCCOc1cnc(-c2ccc(C(C)O)cc2)nc1. As a reaction SMILES: [C:8](=[O:9])([CH3:10])[O:11][CH:12]([CH3:13])[c:14]1[cH:15][cH:16][c:17](-[c:20]2[n:21][cH:22][c:23]([O:26][CH2:27][CH2:28][CH2:29][CH2:30][CH2:31][CH2:32][CH2:33][CH2:34][CH2:35][CH3:36])[cH:24][n:25]2)[cH:18][cH:19]1.[CH3:1][OH:2].[CH3:39][c:40]1[cH:41][cH:42][cH:43][cH:44][cH:45]1.[Na+:38].[O:3]1[CH2:4][CH2:5][CH2:6][CH2:7]1.[OH-:37]>>[OH:11][CH:12]([CH3:13])[c:14]1[cH:15][cH:16][c:17](-[c:20]2[n:21][cH:22][c:23]([O:26][CH2:27][CH2:28][CH2:29][CH2:30][CH2:31][CH2:32][CH2:33][CH2:34][CH2:35][CH3:36])[cH:24][n:25]2)[cH:18][cH:19]1. Starting materials: C([O-])([O-])=O.[K+].[K+] (Potassium carbonate), C=O (paraformaldehyde), C(C)(C)(C)OC(C(C(C)C1=CC=C(C(=O)OC)C=C1)P(=O)(OCC)OCC)=O (methyl 4-(4-(tert-butoxy)-3-(diethoxyphosphoryl)-4-oxobutan-2-yl)benzoate). Solvent: C1CCOC1 (THF). The product is C(C)(C)(C)OC(=O)C(C(C)C1=CC=C(C(=O)OC)C=C1)=C (Methyl 4-(3-(tert-butoxycarbonyl)but-3-en-2-yl)benzoate). Reaction SMILES: [C:1](=O)([O-])[O-].[K+].[K+].C=O.[C:9]([O:13][C:14](=[O:36])[CH:15](P(OCC)(OCC)=O)[CH:16]([C:18]1[CH:27]=[CH:26][C:21]([C:22]([O:24][CH3:25])=[O:23])=[CH:20][CH:19]=1)[CH3:17])([CH3:12])([CH3:11])[CH3:10]>C1COCC1>[C:9]([O:13][C:14]([C:15](=[CH2:1])[CH:16]([C:18]1[CH:19]=[CH:20][C:21]([C:22]([O:24][CH3:25])=[O:23])=[CH:26][CH:27]=1)[CH3:17])=[O:36])([CH3:10])([CH3:11])[CH3:12] |f:0.1.2|. Procedure details: Potassium carbonate (9.16 g, 66.2 mmol) and paraformaldehyde (2.48 g, 82.7 mmol) were added to a solution of methyl 4-(4-(tert-butoxy)-3-(diethoxyphosphoryl)-4-oxobutan-2-yl)benzoate (13.7 g, 33.1 mmol) in anhydrous THF (250 mL), respectively. The reaction mixture was heated at reflux for 20 h, then cooled, and concentrated. The residue was purified by flash chromatography on silica gel eluting with 5% ethyl acetate in petroleum ether to give the title compound. MS: m/z=235.0 (M−tBu); 1H NMR (40...